The task is: describe an organic reaction: reactants, conditions, products, and yield. This data is from the Open Reaction Database (ORD), a public repository of structured organic reaction records. The reactants are COC1=C(C(=CC(=C1)OC)OC)C1=CC(=NC(=C1)C(=O)OCC)C(=O)OCC (diethyl 4-(2,4,6-trimethoxyphenyl)pyridine-2,6-dicarboxylate), [BH4-].[Na+] (Sodium borohydride), Cl (HCl). Solvent: C(C)O (ethanol). Run at temperature 45 celsius, time 1 hour. Yields the product C(C)OC(=O)C1=NC(=CC(=C1)C1=C(C=C(C=C1OC)OC)OC)CO (4-(2,4,6-trimethoxyphenyl)-6-(hydroxymethyl)pyridine-2-carboxylic acid ethyl ester). RXN SMILES: [CH3:1][O:2][C:3]1[CH:8]=[C:7]([O:9][CH3:10])[CH:6]=[C:5]([O:11][CH3:12])[C:4]=1[C:13]1[CH:18]=[C:17]([C:19](OCC)=[O:20])[N:16]=[C:15]([C:24]([O:26][CH2:27][CH3:28])=[O:25])[CH:14]=1.[BH4-].[Na+].Cl>C(O)C>[CH2:27]([O:26][C:24]([C:15]1[CH:14]=[C:13]([C:4]2[C:3]([O:2][CH3:1])=[CH:8][C:7]([O:9][CH3:10])=[CH:6][C:5]=2[O:11][CH3:12])[CH:18]=[C:17]([CH2:19][OH:20])[N:16]=1)=[O:25])[CH3:28] |f:1.2|. Procedure: Compound 12 (2.83 g, 7.27 mmol) was suspended in ethanol (140 mL), and the mixture was heated to 45° C. Sodium borohydride (0.29 g) was added, and the mixture was stirred for 1 h and allowed to cool to room temperature. pH of the solution was adjusted to 3 with 6 M HCl and concentrated. The residue was suspended in dichloromethane and washed with sat. NaHCO3. The organic layer was dried over Na2SO4 and purified on silica gel (eluent petroleum ether bp 40-60° C.:ethyl acetate:triethylamine, 2:5:1... Starting materials: COCCOC1=CC=2N(C=C1)C(=CN2)C(=O)NC2=C1C=NN(C1=CC=C2)CC2CN(CCC2)C(=O)OC(C)(C)C (tert-butyl 3-((4-(7-(2-methoxyethoxy)imidazo[1,2-a]pyridine-3-carboxamido)-1H-indazol-1-yl)methyl)piperidine-1-carboxylate), Cl (hydrochloric acid). The solvent is C(Cl)Cl (DCM), O1CCOCC1 (dioxane). Run at time 8 hour. Yields the product Cl.COCCOC1=CC=2N(C=C1)C(=CN2)C(=O)NC2=C1C=NN(C1=CC=C2)CC2CNCCC2 (7-(2-methoxyethoxy)-N-(1-(piperidin-3-ylmethyl)-1H-indazol-4-yl)imidazo[1,2-a]pyridine-3-carboxamide hydrochloride). Isolated yield 93.0%. Reaction SMILES: [CH3:1][O:2][CH2:3][CH2:4][O:5][C:6]1[CH:11]=[CH:10][N:9]2[C:12]([C:15]([NH:17][C:18]3[CH:26]=[CH:25][CH:24]=[C:23]4[C:19]=3[CH:20]=[N:21][N:22]4[CH2:27][CH:28]3[CH2:33][CH2:32][CH2:31][N:30](C(OC(C)(C)C)=O)[CH2:29]3)=[O:16])=[CH:13][N:14]=[C:8]2[CH:7]=1.[ClH:41]>C(Cl)Cl.O1CCOCC1>[ClH:41].[CH3:1][O:2][CH2:3][CH2:4][O:5][C:6]1[CH:11]=[CH:10][N:9]2[C:12]([C:15]([NH:17][C:18]3[CH:26]=[CH:25][CH:24]=[C:23]4[C:19]=3[CH:20]=[N:21][N:22]4[CH2:27][CH:28]3[CH2:33][CH2:32][CH2:31][NH:30][CH2:29]3)=[O:16])=[CH:13][N:14]=[C:8]2[CH:7]=1 |f:4.5|. Procedure: A solution of tert-butyl 3-((4-(7-(2-methoxyethoxy)imidazo[1,2-a]pyridine-3-carboxamido)-1H-indazol-1-yl)methyl)piperidine-1-carboxylate (0.056 g, 0.10 mmol) in DCM (1 mL) was treated with 4N hydrochloric acid in dioxane (1 mL) at ambient temperature. The mixture was stirred at ambient temperature overnight, concentrated to afford 7-(2-methoxyethoxy)-N-(1-(piperidin-3-ylmethyl)-1H-indazol-4-yl)imidazo[1,2-a]pyridine-3-carboxamide hydrochloride (0.0046 g, 93% yield) as a brown oil. MS (APCI) m/z=... Reactants: O=C([O-])O, CC1(C)OCc2cc(C3CN(CCCCCCOCCOCc4cccc(NC(=O)c5cccc(N)c5)c4)C(=O)O3)ccc2O1, [Na+], O=S(=O)(Cl)c1ccccc1, c1ccncc1. Product: CC1(C)OCc2cc(C3CN(CCCCCCOCCOCc4cccc(NC(=O)c5cccc(NS(=O)(=O)c6ccccc6)c5)c4)C(=O)O3)ccc2O1. RXN SMILES: [C:56](=[O:57])([OH:58])[O-:59].[NH2:1][c:2]1[cH:3][c:4]([C:5](=[O:6])[NH:7][c:8]2[cH:9][c:10]([CH2:14][O:15][CH2:16][CH2:17][O:18][CH2:19][CH2:20][CH2:21][CH2:22][CH2:23][CH2:24][N:25]3[C:26](=[O:42])[O:27][CH:28]([c:30]4[cH:31][c:32]5[c:33]([cH:40][cH:41]4)[O:34][C:35]([CH3:38])([CH3:39])[O:36][CH2:37]5)[CH2:29]3)[cH:11][cH:12][cH:13]2)[cH:43][cH:44][cH:45]1.[Na+:60].[c:46]1([S:52](=[O:53])(=[O:54])[Cl:55])[cH:47][cH:48][cH:49][cH:50][cH:51]1.[cH:61]1[cH:62][cH:63][n:64][cH:65][cH:66]1>>[NH:1]([c:2]1[cH:3][c:4]([C:5](=[O:6])[NH:7][c:8]2[cH:9][c:10]([CH2:14][O:15][CH2:16][CH2:17][O:18][CH2:19][CH2:20][CH2:21][CH2:22][CH2:23][CH2:24][N:25]3[C:26](=[O:42])[O:27][CH:28]([c:30]4[cH:31][c:32]5[c:33]([cH:40][cH:41]4)[O:34][C:35]([CH3:38])([CH3:39])[O:36][CH2:37]5)[CH2:29]3)[cH:11][cH:12][cH:13]2)[cH:43][cH:44][cH:45]1)[S:52]([c:46]1[cH:47][cH:48][cH:49][cH:50][cH:51]1)(=[O:53])=[O:54]. Starting materials: [H][H], O=C1OCc2ccc([N+](=O)[O-])cc21, C1CCOC1. Product: Nc1ccc2c(c1)C(=O)OC2. As a reaction SMILES: [H:14][H:15].[N+:1]([O-:2])(=[O:3])[c:4]1[cH:5][cH:6][c:7]2[c:11]([cH:12]1)[C:10](=[O:13])[O:9][CH2:8]2.[O:16]1[CH2:17][CH2:18][CH2:19][CH2:20]1>>[NH2:1][c:4]1[cH:5][cH:6][c:7]2[c:11]([cH:12]1)[C:10](=[O:13])[O:9][CH2:8]2.